Task: describe an organic reaction: reactants, conditions, products, and yield. Dataset: the Open Reaction Database (ORD), a public repository of structured organic reaction records Starting materials: ice water, C(C)(=O)OCC (ethyl acetate), [OH-].[K+] (KOH), FC1=C(CCNC(C2=CC=C(C=C2)C(F)(F)F)=O)C=CC=C1 (N-(2-fluorophenethyl)-4-(trifluoromethyl)benzamide), O=P12OP3(=O)OP(=O)(O1)OP(=O)(O2)O3 (phosphoric pentoxide), O=P12OP3(=O)OP(=O)(O1)OP(=O)(O2)O3 (phosphoric pentoxide), C(C)(=O)OCC (ethyl acetate). Solvent: C1(=CC=CC=C1)C (toluene). Conditions: temperature 125 celsius. The product is FC1=C2CCN=C(C2=CC=C1)C1=CC=C(C=C1)C(F)(F)F (5-fluoro-1-(4-(trifluoromethyl)phenyl)-3,4-dihydroisoquinoline). RXN SMILES: [F:1][C:2]1[CH:22]=[CH:21][CH:20]=[CH:19][C:3]=1[CH2:4][CH2:5][NH:6][C:7](=O)[C:8]1[CH:13]=[CH:12][C:11]([C:14]([F:17])([F:16])[F:15])=[CH:10][CH:9]=1.O=P12OP3(OP(OP(O3)(O1)=O)(=O)O2)=O.C(OCC)(=O)C.[OH-].[K+]>C1(C)C=CC=CC=1>[F:1][C:2]1[CH:22]=[CH:21][CH:20]=[C:19]2[C:3]=1[CH2:4][CH2:5][N:6]=[C:7]2[C:8]1[CH:13]=[CH:12][C:11]([C:14]([F:17])([F:16])[F:15])=[CH:10][CH:9]=1 |f:3.4|. Reported procedure: A suspension of N-(2-fluorophenethyl)-4-(trifluoromethyl)benzamide (2.0 g, 6.5 mmol) and phosphoric pentoxide (2.7 g, 19.1 mmol) in anhydrous toluene (40 mL) was heated at 125° C. for 4 h. At this stage more phosphoric pentoxide (2.7 g, 19.1 mmol) was added and continued stirring the reaction at 125° C. for additional 16 h. The reaction was cooled to RT, added ethyl acetate (100 mL), and the resulting slurry was slowly poured into ice-water (100 mL). Then more ethyl acetate (75 mL) was added and... Starting materials: C(C=O)c1c(cccc1F)F, CC1=CN=C(C=C1)N, [C-]#[N+]C1CCCCC1. The reagents and catalysts are O=C(O)C(F)(F)F (trifluoroacetic acid). Solvent: CC(C)O (isopropyl alcohol), CC(C)O (isopropylalcohol). Reaction conditions: temperature 22 celsius, time 20 hour. The product is Cc1ccc2nc(Cc3c(cccc3F)F)c(NC3CCCCC3)n2c1. Yield: 0.0%. As a reaction SMILES: CC1=CC=C(N)N=C1.[C-]#[N+]C1CCCCC1.FC1=CC=CC(F)=C1CC=O>>CC1=CN2C(C=C1)=NC(CC1=C(F)C=CC=C1F)=C2NC1CCCCC1.